From a dataset of the Open Reaction Database (ORD), a public repository of structured organic reaction records. describe an organic reaction: reactants, conditions, products, and yield Starting materials: ClC1=NC=C(C=C1C1=CC=CC=C1)[N+](=O)[O-] (2-chloro-5-nitro-3-phenylpyridine), CC(=O)[O-].[K+] (KOAc). Reagents/catalysts: [Pd] (Pd/C). Run in C(C)O (ethanol). Conditions: time 24 hour. The product is C1(=CC=CC=C1)C=1C=C(C=NC1)N (5-phenylpyridin-3-amine). The yield is 68.3%. As a reaction SMILES: Cl[C:2]1[C:7]([C:8]2[CH:13]=[CH:12][CH:11]=[CH:10][CH:9]=2)=[CH:6][C:5]([N+:14]([O-])=O)=[CH:4][N:3]=1.CC([O-])=O.[K+]>C(O)C.[Pd]>[C:8]1([C:7]2[CH:6]=[C:5]([NH2:14])[CH:4]=[N:3][CH:2]=2)[CH:9]=[CH:10][CH:11]=[CH:12][CH:13]=1 |f:1.2|. Procedure: A mixture of 2-chloro-5-nitro-3-phenylpyridine (0.43 mmol, 0.1 g), KOAc (0.43 mmol, 0.042 g) and Pd/C 10% (0.03 g) in ethanol (4 ml) was stirred for 24 hours under hydrogen atmosphere. The catalyst was filtered off and the solid thoughtfully washed with warm ethanol. The solid residue was purified by chromatography over SiO2 eluting with dichloromethane/methanol mixtures affording 5-phenylpyridin-3-amine (0.05 g, yield 69%) of the expected product.